From a dataset of the Open Reaction Database (ORD), a public repository of structured organic reaction records. describe an organic reaction: reactants, conditions, products, and yield RXN SMILES: [CH3:1][c:2]1[c:3]([CH2:13][O:14][c:15]2[cH:16][cH:17][c:18]([CH2:19][O:20][NH2:21])[cH:22][cH:23]2)[n:4][c:5](-[c:7]2[cH:8][cH:9][cH:10][cH:11][cH:12]2)[o:6]1.[CH3:24][C:25]([C:26](=[O:27])[O:28][CH3:29])([CH2:30][CH2:31][CH2:32][C:33]([c:34]1[cH:35][cH:36][cH:37][cH:38][cH:39]1)=[O:40])[CH3:41].[CH3:42][C:43](=[O:44])[OH:45].[CH3:47][C:48](=[O:49])[O-:50].[CH3:52][OH:53].[Na+:46].[OH2:51]>>[CH3:1][c:2]1[c:3]([CH2:13][O:14][c:15]2[cH:16][cH:17][c:18]([CH2:19][O:20][N:21]=[C:33]([CH2:32][CH2:31][CH2:30][C:25]([CH3:24])([C:26](=[O:27])[O:28][CH3:29])[CH3:41])[c:34]3[cH:35][cH:36][cH:37][cH:38][cH:39]3)[cH:22][cH:23]2)[n:4][c:5](-[c:7]2[cH:8][cH:9][cH:10][cH:11][cH:12]2)[o:6]1. Reactants: Cc1oc(-c2ccccc2)nc1COc1ccc(CON)cc1, COC(=O)C(C)(C)CCCC(=O)c1ccccc1, CC(=O)O, CC(=O)[O-], CO, [Na+], O. Yields the product COC(=O)C(C)(C)CCCC(=NOCc1ccc(OCc2nc(-c3ccccc3)oc2C)cc1)c1ccccc1. Procedure: 4.4 g (0.02 mol) of 3-phenoxy-4-fluoro-benzyl alcohol and 7.1 g (0.02 mol) of 2,2-dimethyl-3-(2-chloro-2-(4-methoxy-phenyl)-vinyl)-cyclopropanecarboxylic acid chloride were dissolved in 100 ml of anhydrous toluene, and 2.5 g of pyridine, dissolved in 50 ml of anhydrous toluene, were added dropwise at 20°-25° C., while stirring. The mixture was then stirred at 25°-35° C. for a further 3 hours. The reaction mixture was poured into 150 ml of water, to which 10 ml of concentrated hydrochloric acid w... Yield: 84.2%. Yields the product FC1=C(C=C(COC(=O)C2C(C2C=C(C2=CC=C(C=C2)OC)Cl)(C)C)C=C1)OC1=CC=CC=C1 (2,2-dimethyl-3-(2-chloro-2-(4-methoxyphenyl)-vinyl)-cyclopropanecarboxylic acid (4-fluoro-3-phenoxy-benzyl)-ester). Run in O (water), C1(=CC=CC=C1)C (toluene), C1(=CC=CC=C1)C (toluene). Reaction SMILES: [O:1]([C:8]1[CH:9]=[C:10]([CH:13]=[CH:14][C:15]=1[F:16])[CH2:11][OH:12])[C:2]1[CH:7]=[CH:6][CH:5]=[CH:4][CH:3]=1.[CH3:17][C:18]1([CH3:35])[CH:20]([CH:21]=[C:22]([Cl:31])[C:23]2[CH:28]=[CH:27][C:26]([O:29][CH3:30])=[CH:25][CH:24]=2)[CH:19]1[C:32](Cl)=[O:33].N1C=CC=CC=1.Cl>C1(C)C=CC=CC=1.O>[F:16][C:15]1[CH:14]=[CH:13][C:10]([CH2:11][O:12][C:32]([CH:19]2[CH:20]([CH:21]=[C:22]([Cl:31])[C:23]3[CH:24]=[CH:25][C:26]([O:29][CH3:30])=[CH:27][CH:28]=3)[C:18]2([CH3:35])[CH3:17])=[O:33])=[CH:9][C:8]=1[O:1][C:2]1[CH:3]=[CH:4][CH:5]=[CH:6][CH:7]=1. The reactants are Cl (hydrochloric acid), N1=CC=CC=C1 (pyridine), O(C1=CC=CC=C1)C=1C=C(CO)C=CC1F (3-phenoxy-4-fluoro-benzyl alcohol), CC1(C(C1C=C(C1=CC=C(C=C1)OC)Cl)C(=O)Cl)C (2,2-dimethyl-3-(2-chloro-2-(4-methoxy-phenyl)-vinyl)-cyclopropanecarboxylic acid chloride). Reaction SMILES: [NH2:1][C:2]1[C:3]([CH3:33])=[C:4]([C:8]2[C:20]3[C:19]4[C:14](=[CH:15][C:16]([C:21]([N:23]5[CH2:28][CH2:27][N:26]([CH3:29])[CH2:25][CH2:24]5)=[O:22])=[CH:17][CH:18]=4)[NH:13][C:12]=3[C:11]([C:30]([NH2:32])=[O:31])=[CH:10][CH:9]=2)[CH:5]=[CH:6][CH:7]=1.Cl[C:35]1[C:44]2[C:39](=[CH:40][CH:41]=[CH:42][CH:43]=2)[CH:38]=[CH:37][N:36]=1.Cl>C(O)(C)C.O1CCOCC1>[C:35]1([NH:1][C:2]2[C:3]([CH3:33])=[C:4]([C:8]3[C:20]4[C:19]5[C:14](=[CH:15][C:16]([C:21]([N:23]6[CH2:28][CH2:27][N:26]([CH3:29])[CH2:25][CH2:24]6)=[O:22])=[CH:17][CH:18]=5)[NH:13][C:12]=4[C:11]([C:30]([NH2:32])=[O:31])=[CH:10][CH:9]=3)[CH:5]=[CH:6][CH:7]=2)[C:44]2[C:39](=[CH:40][CH:41]=[CH:42][CH:43]=2)[CH:38]=[CH:37][N:36]=1. Product: C1(=NC=CC2=CC=CC=C12)NC=1C(=C(C=CC1)C1=CC=C(C=2NC3=CC(=CC=C3C12)C(=O)N1CCN(CC1)C)C(=O)N)C (4-(3-(isoquinolin-1-ylamino)-2-methylphenyl)-7-(4-methylpiperazine-1-carbonyl)-9H-carbazole-1-carboxamide). Starting materials: Cl (hydrogen chloride), Cl (hydrogen chloride), NC=1C(=C(C=CC1)C1=CC=C(C=2NC3=CC(=CC=C3C12)C(=O)N1CCN(CC1)C)C(=O)N)C (4-(3-amino-2-methylphenyl)-7-(4-methylpiperazine-1-carbonyl)-9H-carbazole-1-carboxamide), ClC1=NC=CC2=CC=CC=C12 (1-chloroisoquinoline). Reported procedure: A suspension of 4-(3-amino-2-methylphenyl)-7-(4-methylpiperazine-1-carbonyl)-9H-carbazole-1-carboxamide (Example 3-2, 35 mg, 0.079 mmol) and 1-chloroisoquinoline (19.45 mg, 0.119 mmol) in isopropanol (0.5 mL) was treated with 4M hydrogen chloride in 1,4-dioxane (3 drops) and the mixture was heated in a sealed tube by microwave irradiation at 140° C. for 45 min. Additional 4 M hydrogen chloride in 1,4-dioxane (1 drop) was added and the mixture was again heated in a sealed tube by microwave irradi... Reaction conditions: temperature 140 celsius. The reagents and catalysts are O1CCOCC1 (1,4-dioxane), O1CCOCC1 (1,4-dioxane). Isolated yield 35.6%. The solvent is C(C)(C)O (isopropanol). Reactants: C(C(CO)(CO)N)O (Tris), [Cl-] (chloride), CC1([C@@H]2CCC=3C4=CC[C@H]([C@@H](CCCO)C)[C@]4(CCC3[C@]2(CC[C@@H]1O)C)C)C (4,4-Dimethyl-5α-chola-8,14-dien-3β,24-diol). The solvent is C1=CC=CC=C1 (benzene). Run at time 20 hour. The product is O[C@@H]1C([C@@H]2CCC=3C4=CC[C@H]([C@@H](CCC=O)C)[C@]4(CCC3[C@]2(CC1)C)C)(C)C (3β-Hydroxy-4,4-dimethyl-5α-chola-8,14-dien-24-aldehyde). Yield: 61.8%. Reaction SMILES: [CH3:1][C:2]1([CH3:28])[C@@H:24]([OH:25])[CH2:23][CH2:22][C@@:21]2([CH3:26])[C@H:3]1[CH2:4][CH2:5][C:6]1[C:7]3[C@:17]([CH3:27])([CH2:18][CH2:19][C:20]=12)[C@@H:10]([C@H:11]([CH3:16])[CH2:12][CH2:13][CH2:14][OH:15])[CH2:9][CH:8]=3.C(O)C(N)(CO)CO.[Cl-]>C1C=CC=CC=1>[OH:25][C@H:24]1[CH2:23][CH2:22][C@@:21]2([CH3:26])[C@@H:3]([CH2:4][CH2:5][C:6]3[C:7]4[C@:17]([CH3:27])([CH2:18][CH2:19][C:20]=32)[C@@H:10]([C@H:11]([CH3:16])[CH2:12][CH2:13][CH:14]=[O:15])[CH2:9][CH:8]=4)[C:2]1([CH3:1])[CH3:28]. Procedure details: 4,4-Dimethyl-5α-chola-8,14-dien-3β,24-diol (0.21 g) is dissolved in benzene (21 ml). Tris(triph chloride (1.04 g) is added and the mixture is stirred at room temperature for 20 hours. Purification by column chromatography gives the title compound (129 mg). 1H-NMR (CDCl3, 300 MHz): δ=9.79 (1H, s); 5.36 (1H, s); 1.05 (3H, s) 1.01 (3H, s); 0.95 (3H, d); 0.82 (3H, s); 0.80 (3H, s). The reactants are C(C)(C)(C)C1=CC=C(C=C1)S(=O)(=O)Cl (4-Tert-butylbenzenesulfonyl chloride), NC1=C(C(=NO1)C)C (5-amino-3,4-dimethylisoxazole). Reagents/catalysts: CN(C1=CC=NC=C1)C (4-(dimethyl)aminopyridine). The solvent is N1=CC=CC=C1 (pyridine). Run at time 4 hour. Product: C(C)(C)(C)C1=CC=C(C=C1)S(=O)(=O)NC1=C(C(=NO1)C)C (4-tert-Butyl-N-(3,4-dimethyl-5-isoxazolyl)benzenesulfonamide). Isolated yield 58.3%. Reaction SMILES: [C:1]([C:5]1[CH:10]=[CH:9][C:8]([S:11](Cl)(=[O:13])=[O:12])=[CH:7][CH:6]=1)([CH3:4])([CH3:3])[CH3:2].[NH2:15][C:16]1[O:20][N:19]=[C:18]([CH3:21])[C:17]=1[CH3:22]>CN(C)C1C=CN=CC=1.N1C=CC=CC=1>[C:1]([C:5]1[CH:10]=[CH:9][C:8]([S:11]([NH:15][C:16]2[O:20][N:19]=[C:18]([CH3:21])[C:17]=2[CH3:22])(=[O:13])=[O:12])=[CH:7][CH:6]=1)([CH3:4])([CH3:3])[CH3:2]. Procedure details: 4-Tert-butylbenzenesulfonyl chloride (498 mg, 2.14 mmol) and 4-(dimethyl)aminopyridine (5 mg) were added to a solution of 5-amino-3,4-dimethylisoxazole (200 mg, 1.78 mmol) in dry pyridine (2.0 ml). The reaction mixture was stirred at room temperature for 4 h. Pyridine was removed under reduced pressure and the residue was partitioned between water and ethyl acetate. The organic layer was washed with 1N HCl (2×25 ml), brine (25 ml) and dried over anhydrous magnesium sulfate. Evaporation of the so... Starting materials: ClC1=NC=C(C=C1C(F)(F)F)Br (2-chloro-3-trifluoromethyl-5-bromopyridine), C[S-].[Na+] (sodium methanethiolate), ice water. Solvent: CS(=O)C (dimethyl sulphoxide). Run at time 8 hour. Yields the product CSC1=NC=C(C=C1C(F)(F)F)Br (2-methylthio-3-trifluoromethyl-5-bromopyridine). Isolated yield 67.4%. RXN SMILES: Cl[C:2]1[C:7]([C:8]([F:11])([F:10])[F:9])=[CH:6][C:5]([Br:12])=[CH:4][N:3]=1.[CH3:13][S-:14].[Na+]>CS(C)=O>[CH3:13][S:14][C:2]1[C:7]([C:8]([F:11])([F:10])[F:9])=[CH:6][C:5]([Br:12])=[CH:4][N:3]=1 |f:1.2|. Reported procedure: The product of Example 6 (3.0 g, 0.012 mol) was dissolved with stirring in dimethyl sulphoxide (30 mL) and sodium methanethiolate (1.2 g, 0.017 mol) was added. The mixture was stirred at room temperature overnight, poured into ice-water, and extracted with hexane (2×50 mL). The organic extracts were combined, washed with water and brine, and dried over anhydrous sodium sulphate. Evaporation of the solvent under reduced pressure and purification of the residue by chromatography over silica (10% e...